Dataset: the Open Reaction Database (ORD), a public repository of structured organic reaction records. Task: describe an organic reaction: reactants, conditions, products, and yield The product is NC=1SC2=C(N1)C(=CC=C2N(C(C)=O)C)OC (N-(2-amino-4-methoxy-benzothiazol-7-yl)-N-methyl-acetamide). Reaction conditions: time 3 hour. Reported procedure: To a stirred solution of 120 mg (0.57 mmol) 4-methoxy-N7-methyl-benzothiazole-2,7-diamine in 1 ml dichloromethane and 1 ml tetrahydrofuran at 0° C. was added 0.09 ml (1.15 mmol) pyridine. A solution of 0.04 ml (0.57 mmol) acetyl chloride in 1 ml dichloromethane was then added dropwise and stirring continued for 3 h at 0° C. The mixture was then concentrated in vacuo. Flash chromatography (30/1 dichloromethane/methanol) afforded 60 mg (42%) N-(2-amino-4-methoxy-benzothiazol-7-yl)-N-methyl-acetami... The reactants are C(C)(=O)Cl (acetyl chloride), COC1=CC=C(C2=C1N=C(S2)N)NC (4-methoxy-N7-methyl-benzothiazole-2,7-diamine), N1=CC=CC=C1 (pyridine), O1CCCC1 (tetrahydrofuran). The solvent is ClCCl (dichloromethane), ClCCl (dichloromethane). Isolated yield 42.0%. Reaction SMILES: COC1C2[N:9]=[C:10]([NH2:12])[S:11][C:7]=2[C:6]([NH:13][CH3:14])=[CH:5][CH:4]=1.N1C=CC=C[CH:16]=1.[C:21](Cl)(=[O:23])[CH3:22].[O:25]1CC[CH2:27][CH2:26]1>ClCCl>[NH2:12][C:10]1[S:11][C:7]2[C:6]([N:13]([CH3:14])[C:26](=[O:25])[CH3:27])=[CH:5][CH:4]=[C:21]([O:23][CH3:16])[C:22]=2[N:9]=1. Reactants: C(C1=CC=CC=C1)OC=1C=C(C=O)C=CC1OC (3-benzyloxy-4-methoxybenzaldehyde), C(C)OP(=O)(OCC)C(C(=O)OCC)OC(C)C (ethyl 2-(diethoxyphosphoryl)-2-isopropoxyacetate). Yields the product OC=1C=C(C=CC1OC)CC(C(=O)OCC)OC(C)C (Ethyl 3-(3-hydroxy-4-methoxyphenyl)-2-isopropoxypropanoate). As a reaction SMILES: C([O:8][C:9]1[CH:10]=[C:11]([CH:14]=[CH:15][C:16]=1[O:17][CH3:18])[CH:12]=O)C1C=CC=CC=1.C(OP([CH:27]([O:33][CH:34]([CH3:36])[CH3:35])[C:28]([O:30][CH2:31][CH3:32])=[O:29])(OCC)=O)C>>[OH:8][C:9]1[CH:10]=[C:11]([CH2:12][CH:27]([O:33][CH:34]([CH3:36])[CH3:35])[C:28]([O:30][CH2:31][CH3:32])=[O:29])[CH:14]=[CH:15][C:16]=1[O:17][CH3:18]. Reported procedure: Using 3-benzyloxy-4-methoxybenzaldehyde and ethyl 2-(diethoxyphosphoryl)-2-isopropoxyacetate, the title compound was obtained in the same manner as described in Example 46b). Product: CC1C(=O)N(CCCC(=O)N2CCC3(CC3)C(O)C2)CCN1C(=O)Nc1cccc(C(F)(F)F)c1. Reaction SMILES: [F:23][C:24]([c:25]1[cH:26][c:27]([N:31]=[C:32]=[O:33])[cH:28][cH:29][cH:30]1)([F:34])[F:35].[OH:1][CH:2]1[C:3]2([CH2:4][CH2:5]2)[CH2:6][CH2:7][N:8]([C:10]([CH2:11][CH2:12][CH2:13][N:14]2[C:15](=[O:21])[CH:16]([CH3:20])[NH:17][CH2:18][CH2:19]2)=[O:22])[CH2:9]1>>[OH:1][CH:2]1[C:3]2([CH2:4][CH2:5]2)[CH2:6][CH2:7][N:8]([C:10]([CH2:11][CH2:12][CH2:13][N:14]2[C:15](=[O:21])[CH:16]([CH3:20])[N:17]([C:32]([NH:31][c:27]3[cH:26][c:25]([C:24]([F:23])([F:34])[F:35])[cH:30][cH:29][cH:28]3)=[O:33])[CH2:18][CH2:19]2)=[O:22])[CH2:9]1. The reactants are O=C=Nc1cccc(C(F)(F)F)c1, CC1NCCN(CCCC(=O)N2CCC3(CC3)C(O)C2)C1=O.